Dataset: the Open Reaction Database (ORD), a public repository of structured organic reaction records. Task: describe an organic reaction: reactants, conditions, products, and yield Reactants: CC1(C)OCc2cc(Cl)cc(Br)c2O1, CCCCC(=O)c1cn(C(c2ccccc2)(c2ccccc2)c2ccccc2)cn1. Product: CCCCC(O)(c1cn(C(c2ccccc2)(c2ccccc2)c2ccccc2)cn1)c1cc(Cl)cc2c1OC(C)(C)OC2. Reaction SMILES: [Br:1][c:2]1[cH:3][c:4]([Cl:14])[cH:5][c:6]2[c:7]1[O:8][C:9]([CH3:12])([CH3:13])[O:10][CH2:11]2.[c:15]1([C:21]([n:22]2[cH:23][n:24][c:25]([C:27]([CH2:28][CH2:29][CH2:30][CH3:31])=[O:32])[cH:26]2)([c:33]2[cH:34][cH:35][cH:36][cH:37][cH:38]2)[c:39]2[cH:40][cH:41][cH:42][cH:43][cH:44]2)[cH:16][cH:17][cH:18][cH:19][cH:20]1>>[c:2]1([C:27]([c:25]2[n:24][cH:23][n:22]([C:21]([c:15]3[cH:16][cH:17][cH:18][cH:19][cH:20]3)([c:33]3[cH:34][cH:35][cH:36][cH:37][cH:38]3)[c:39]3[cH:40][cH:41][cH:42][cH:43][cH:44]3)[cH:26]2)([CH2:28][CH2:29][CH2:30][CH3:31])[OH:32])[cH:3][c:4]([Cl:14])[cH:5][c:6]2[c:7]1[O:8][C:9]([CH3:12])([CH3:13])[O:10][CH2:11]2. The reactants are Cc1ccccc1C(=O)c1c[nH]c2ncnc(Cl)c12, CC(=O)Nc1cccc(N)c1. Product: CC(=O)Nc1cccc(Nc2ncnc3[nH]cc(C(=O)c4ccccc4C)c23)c1. RXN SMILES: [Cl:12][c:13]1[c:14]2[c:15]([n:16][cH:17][n:18]1)[nH:19][cH:20][c:21]2[C:22](=[O:23])[c:24]1[c:25]([CH3:30])[cH:26][cH:27][cH:28][cH:29]1.[NH2:1][c:2]1[cH:3][c:4]([NH:8][C:9]([CH3:10])=[O:11])[cH:5][cH:6][cH:7]1>>[NH:1]([c:2]1[cH:3][c:4]([NH:8][C:9]([CH3:10])=[O:11])[cH:5][cH:6][cH:7]1)[c:13]1[c:14]2[c:15]([n:16][cH:17][n:18]1)[nH:19][cH:20][c:21]2[C:22](=[O:23])[c:24]1[c:25]([CH3:30])[cH:26][cH:27][cH:28][cH:29]1.